From a dataset of the Open Reaction Database (ORD), a public repository of structured organic reaction records. describe an organic reaction: reactants, conditions, products, and yield The reactants are [N+](=[N-])=CC(=O)OCC (ethyl diazoacetate), ClC(=CC=C(C)C)Cl (1,1-dichloro-4-methylpenta-1,3-diene). Reagents/catalysts: S(=O)(=O)([O-])[O-].[Cu+2] (copper sulfate). The product is CC1(C(C1C=C(Cl)Cl)C(=O)OCC)C (ethyl 2,2-dimethyl-3-(2,2-dichlorovinyl)-cyclopropanecarboxylate). As a reaction SMILES: [N+](=[CH:3][C:4]([O:6][CH2:7][CH3:8])=[O:5])=[N-].[Cl:9][C:10]([Cl:16])=[CH:11][CH:12]=[C:13]([CH3:15])[CH3:14]>S([O-])([O-])(=O)=O.[Cu+2]>[CH3:14][C:13]1([CH3:15])[CH:12]([CH:11]=[C:10]([Cl:16])[Cl:9])[CH:3]1[C:4]([O:6][CH2:7][CH3:8])=[O:5] |f:2.3|. Procedure: Thus, for example, in Pesticide Science (1974) 5, 791-799 it is shown that the reaction between ethyl diazoacetate and 1,1-dichloro-4-methylpenta-1,3-diene in the presence of copper sulfate to produce ethyl 2,2-dimethyl-3-(2,2-dichlorovinyl)-cyclopropanecarboxylate, results in a product which is contaminated with up to 20% of ethyl fumarate and maleate.